From a dataset of the Open Reaction Database (ORD), a public repository of structured organic reaction records. describe an organic reaction: reactants, conditions, products, and yield Starting materials: CC(C)(C)OC(=O)N1CCCN(c2nc3ccccc3[nH]2)CC1, C=CCBr, ClCCl, [H-], [Na+]. The product is C=CCn1c(N2CCCN(C(=O)OC(C)(C)C)CC2)nc2ccccc21. As a reaction SMILES: [C:1]([CH3:2])([CH3:3])([CH3:4])[O:5][C:6](=[O:7])[N:8]1[CH2:9][CH2:10][N:11]([c:15]2[n:16][c:17]3[c:18]([nH:19]2)[cH:20][cH:21][cH:22][cH:23]3)[CH2:12][CH2:13][CH2:14]1.[CH2:26]([CH:27]=[CH2:28])[Br:29].[Cl:30][CH2:31][Cl:32].[H-:24].[Na+:25]>>[C:1]([CH3:2])([CH3:3])([CH3:4])[O:5][C:6](=[O:7])[N:8]1[CH2:9][CH2:10][N:11]([c:15]2[n:16]([CH2:28][CH:27]=[CH2:26])[c:17]3[c:18]([n:19]2)[cH:20][cH:21][cH:22][cH:23]3)[CH2:12][CH2:13][CH2:14]1. Reactants: NC=1C=CC(=C(C1)C1=NC(C2=NN=NC2=N1)=O)OCCC (2-(5-amino-2-propoxyphenyl)-8-azapurin-6-one), C(C)OC=C(C(=O)OCC)C(=O)OCC (diethyl ethoxymethylenemalonate). Run in S1(=O)(=O)CCCC1 (sulpholane). Run at temperature 140 celsius, time 1 hour. Yields the product C (charcoal), C(C)OC(=O)C(=CNC=1C=CC(=C(C1)C1=NC(C2=NN=NC2=N1)=O)OCCC)C(=O)OCC (2-[5-{2,2-bis(ethoxycarbonyl)-vinylamino}-2-propoxyphenyl]-8-azapurin-6-one). The yield is 113.7%. As a reaction SMILES: [NH2:1][C:2]1[CH:3]=[CH:4][C:5]([O:18][CH2:19][CH2:20][CH3:21])=[C:6]([C:8]2[N:16]=[C:15]3[C:11](=[N:12][N:13]=[N:14]3)[C:10](=[O:17])[N:9]=2)[CH:7]=1.C(O[CH:25]=[C:26]([C:32]([O:34][CH2:35][CH3:36])=[O:33])[C:27]([O:29][CH2:30][CH3:31])=[O:28])C>S1(CCCC1)(=O)=O>[CH4:2].[CH2:35]([O:34][C:32]([C:26]([C:27]([O:29][CH2:30][CH3:31])=[O:28])=[CH:25][NH:1][C:2]1[CH:3]=[CH:4][C:5]([O:18][CH2:19][CH2:20][CH3:21])=[C:6]([C:8]2[N:16]=[C:15]3[C:11](=[N:12][N:13]=[N:14]3)[C:10](=[O:17])[N:9]=2)[CH:7]=1)=[O:33])[CH3:36]. Procedure: A suspension of 2-(5-amino-2-propoxyphenyl)-8-azapurin-6-one (1.43 g) in dry sulpholane (15 ml) was treated with diethyl ethoxymethylenemalonate (1.25 g). The mixture was then stirred at 140° C. for one hour, under a slight vacuum in order to remove ethanol. After cooling, the mixture was poured with stirring into dilute hydrochloric acid (150 ml; 2 N), to give a buff-coloured gum which, on scratching, crystallised. Recrystallisation twice from a mixture of dimethylformamide and water, with the ... Starting materials: BrB(Br)Br, ClCCl, Cn1cc(C2=C(c3coc4ccccc34)C(=O)NC2=O)c2cc(OCc3ccccc3)ccc21. Yields the product Cn1cc(C2=C(c3coc4ccccc34)C(=O)NC2=O)c2cc(O)ccc21. As a reaction SMILES: [B:35]([Br:36])([Br:37])[Br:38].[Cl:39][CH2:40][Cl:41].[o:1]1[cH:2][c:3]([C:10]2=[C:14]([c:15]3[cH:16][n:17]([CH3:32])[c:18]4[cH:19][cH:20][c:21]([O:24][CH2:25][c:26]5[cH:27][cH:28][cH:29][cH:30][cH:31]5)[cH:22][c:23]34)[C:13](=[O:33])[NH:12][C:11]2=[O:34])[c:4]2[c:5]1[cH:6][cH:7][cH:8][cH:9]2>>[o:1]1[cH:2][c:3]([C:10]2=[C:14]([c:15]3[cH:16][n:17]([CH3:32])[c:18]4[cH:19][cH:20][c:21]([OH:24])[cH:22][c:23]34)[C:13](=[O:33])[NH:12][C:11]2=[O:34])[c:4]2[c:5]1[cH:6][cH:7][cH:8][cH:9]2. The reactants are OC1=C(C=C(C=C1)C)N1N=C2C(=N1)C=CC(=C2)C(C)(C)C (2-(2′-hydroxy-5′-methyphenyl)-5-tert-butylbenzotriazole), BrBr (bromine), N(=NC(C#N)(C)C)C(C#N)(C)C (azobis isobutyronitrile), OC1=C(C=C(C=C1)C)N1N=C2C(=N1)C=CC(=C2)C(C)(C)C (2-(2′-hydroxy-5′-methyphenyl)-5-tert-butylbenzotriazole), N(=NC(C#N)(C)C)C(C#N)(C)C (AIBN), OC1=C(C=C(C=C1)C)N1N=C2C(=N1)C=CC(=C2)C(C)(C)C (2-(2′-hydroxy-5′-methyphenyl)-5-tert-butylbenzotriazole). Run in C(Cl)(Cl)(Cl)Cl (carbon tetrachloride), C(Cl)(Cl)(Cl)Cl (carbon tetrachloride). Yields the product OC1=C(C=C(C=C1)CBr)N1N=C2C(=N1)C=CC(=C2)C(C)(C)C (2-(2′-hydroxy-5′-bromomethyphenyl)-5-tert-butylbenzotriazole). RXN SMILES: [OH:1][C:2]1[CH:7]=[CH:6][C:5]([CH3:8])=[CH:4][C:3]=1[N:9]1[N:13]=[C:12]2[CH:14]=[CH:15][C:16]([C:18]([CH3:21])([CH3:20])[CH3:19])=[CH:17][C:11]2=[N:10]1.N(C(C)(C)C#N)=NC(C)(C)C#N.[Br:34]Br>C(Cl)(Cl)(Cl)Cl>[OH:1][C:2]1[CH:7]=[CH:6][C:5]([CH2:8][Br:34])=[CH:4][C:3]=1[N:9]1[N:13]=[C:12]2[CH:14]=[CH:15][C:16]([C:18]([CH3:21])([CH3:20])[CH3:19])=[CH:17][C:11]2=[N:10]1. Procedure details: 2-(2′-hydroxy-5′-bromomethyphenyl)-5-tert-butylbenzotriazole was prepared from the bromination of 2-(2′-hydroxy-5′-methyphenyl)-5-tert-butylbenzotriazole using azobis isobutyronitrile (AIBN) as an initiator. In a 500 ml three-necked round bottomed flask, 6.274 g (0.0223 mol) 2-(2′-hydroxy-5′-methyphenyl)-5-tert-butylbenzotriazole and 100 mg of AIBN were taken and dissolved in 150 ml of dry carbon tetrachloride. In a separate conical flask 4.18 g (1.5 ml, 0.03 mol) of bromine was dissolved in 75 ... The reactants are ClC1=C(C=C(C=C1)OC1=CC=C(C=C1)CC[N+](=O)[O-])C(F)(F)F (1-chloro-4-(4-(2-nitroethyl)phenoxy)-2-(trifluoromethyl)benzene), C(=O)[O-].[NH4+] (ammonium formate). The reagents and catalysts are [Zn] (zinc). Solvent: CO (methanol), O (water). Reaction conditions: temperature 80 celsius, time 2 hour. Product: ClC1=C(C=C(OC2=CC=C(C=C2)CCN)C=C1)C(F)(F)F (2-(4-(4-chloro-3-(trifluoromethyl)phenoxy)phenyl)ethanamine). Isolated yield 36.5%. As a reaction SMILES: [Cl:1][C:2]1[CH:7]=[CH:6][C:5]([O:8][C:9]2[CH:14]=[CH:13][C:12]([CH2:15][CH2:16][N+:17]([O-])=O)=[CH:11][CH:10]=2)=[CH:4][C:3]=1[C:20]([F:23])([F:22])[F:21].C([O-])=O.[NH4+]>CO.O.[Zn]>[Cl:1][C:2]1[CH:7]=[CH:6][C:5]([O:8][C:9]2[CH:14]=[CH:13][C:12]([CH2:15][CH2:16][NH2:17])=[CH:11][CH:10]=2)=[CH:4][C:3]=1[C:20]([F:21])([F:22])[F:23] |f:1.2|. Procedure details: To a solution of 1-chloro-4-(4-(2-nitroethyl)phenoxy)-2-(trifluoromethyl)benzene (21 g, 60.7 mmol) and ammonium formate (30.6 g, 486 mmol) in methanol (250 mL) and water (250 mL), was added zinc powder (15.89 g, 243 mmol). The reaction mixture was stirred at 80° C. for 2 h, filtered through a glass grit and washed with methanol. The filtrate was concentrated and the residue was extracted with DCM (200 mL), and then washed with sat. NaHCO3 (100 mL), brine, and dried over anhydrous Na2SO4 and conc... The reactants are CN(C)C(=[N+](C)C)ON1C2=C(C=CC=C2)N=N1.[B-](F)(F)(F)F (TBTU), ClC=1C=NC=2N(C1)N=C(C2)C(=O)O (6-Chloro-pyrazolo[1,5-a]pyrimidine-2-carboxylic acid), Cl.CC=1SC2=C(CCNCC2)N1 (2-Methyl-5,6,7,8-tetrahydro-4H-thiazolo[4,5-d]azepine hydrochloride), TEA. Solvent: CN(C)C=O (DMF). Reaction conditions: time 8 hour. Yields the product ClC=1C=NC=2N(C1)N=C(C2)C(=O)N2CCC1=C(CC2)SC(=N1)C ((6-Chloro-pyrazolo[1,5-a]pyrimidin-2-yl)-(2-methyl-4,5,7,8-tetrahydro-thiazolo[4,5-d]azepin-6-yl)-methanone). Reaction SMILES: CN(C(ON1N=NC2C=CC=CC1=2)=[N+](C)C)C.[B-](F)(F)(F)F.[Cl:23][C:24]1[CH:25]=[N:26][C:27]2[N:28]([N:30]=[C:31]([C:33]([OH:35])=O)[CH:32]=2)[CH:29]=1.Cl.[CH3:37][C:38]1[S:39][C:40]2[CH2:46][CH2:45][NH:44][CH2:43][CH2:42][C:41]=2[N:47]=1>CN(C=O)C>[Cl:23][C:24]1[CH:25]=[N:26][C:27]2[N:28]([N:30]=[C:31]([C:33]([N:44]3[CH2:45][CH2:46][C:40]4[S:39][C:38]([CH3:37])=[N:47][C:41]=4[CH2:42][CH2:43]3)=[O:35])[CH:32]=2)[CH:29]=1 |f:0.1,3.4|. Reported procedure: 0.72 g (2.23 mmol) TBTU was added to 0.40 g (2.03 mmol) 6-Chloro-pyrazolo[1,5-a]pyrimidine-2-carboxylic acid, 0.41 g (2.03 mmol) 2-Methyl-5,6,7,8-tetrahydro-4H-thiazolo[4,5-d]azepine hydrochloride and 0.88 mL (6.28 mmol) TEA in 8.0 mL DMF and stirred at RT overnight. The reaction mixture was purified by HPLC chromatography and lyophilized. Yield: 0.18 g (25% of theory). ESI-MS: m/z=348 (M+H)+; Rt(HPLC): 1.01 min. (Method J).